Dataset: the Open Reaction Database (ORD), a public repository of structured organic reaction records. Task: describe an organic reaction: reactants, conditions, products, and yield Reactants: C1CCOC1, CN(Cc1ccc(-c2nnc(-c3nc(C4=CCC(N=[N+]=[N-])CC4)cnc3NC(=O)OC(C)(C)C)o2)cc1)C(=O)OC(C)(C)C, O, c1ccc(P(c2ccccc2)c2ccccc2)cc1. Yields the product CN(Cc1ccc(-c2nnc(-c3nc(C4=CCC(N)CC4)cnc3NC(=O)OC(C)(C)C)o2)cc1)C(=O)OC(C)(C)C. As a reaction SMILES: [CH2:65]1[O:66][CH2:67][CH2:68][CH2:69]1.[N:1](=[N+:2]=[N-:3])[CH:4]1[CH2:5][CH:6]=[C:7]([c:10]2[cH:11][n:12][c:13]([NH:37][C:38](=[O:39])[O:40][C:41]([CH3:42])([CH3:43])[CH3:44])[c:14](-[c:16]3[n:17][n:18][c:19](-[c:21]4[cH:22][cH:23][c:24]([CH2:27][N:28]([C:29]([O:30][C:31]([CH3:32])([CH3:33])[CH3:34])=[O:35])[CH3:36])[cH:25][cH:26]4)[o:20]3)[n:15]2)[CH2:8][CH2:9]1.[OH2:64].[c:45]1([P:46]([c:47]2[cH:48][cH:49][cH:50][cH:51][cH:52]2)[c:53]2[cH:54][cH:55][cH:56][cH:57][cH:58]2)[cH:59][cH:60][cH:61][cH:62][cH:63]1>>[NH2:1][CH:4]1[CH2:5][CH:6]=[C:7]([c:10]2[cH:11][n:12][c:13]([NH:37][C:38](=[O:39])[O:40][C:41]([CH3:42])([CH3:43])[CH3:44])[c:14](-[c:16]3[n:17][n:18][c:19](-[c:21]4[cH:22][cH:23][c:24]([CH2:27][N:28]([C:29]([O:30][C:31]([CH3:32])([CH3:33])[CH3:34])=[O:35])[CH3:36])[cH:25][cH:26]4)[o:20]3)[n:15]2)[CH2:8][CH2:9]1. Reaction SMILES: [B:1]([Br:2])([Br:3])[Br:4].[CH2:5]([c:6]1[cH:7][cH:8][cH:9][cH:10][cH:11]1)[c:12]1[cH:13][c:14](-[c:20]2[c:21]([CH2:30][CH:31]([CH3:32])[CH3:33])[cH:22][c:23]([CH2:26][CH2:27][C:28]#[N:29])[cH:24][cH:25]2)[cH:15][cH:16][c:17]1[O:18][CH3:19].[Cl:35][CH2:36][Cl:37].[OH2:34]>>[CH2:5]([c:6]1[cH:7][cH:8][cH:9][cH:10][cH:11]1)[c:12]1[cH:13][c:14](-[c:20]2[c:21]([CH2:30][CH:31]([CH3:32])[CH3:33])[cH:22][c:23]([CH2:26][CH2:27][C:28]#[N:29])[cH:24][cH:25]2)[cH:15][cH:16][c:17]1[OH:18]. Reactants: BrB(Br)Br, COc1ccc(-c2ccc(CCC#N)cc2CC(C)C)cc1Cc1ccccc1, ClCCl, O. The product is CC(C)Cc1cc(CCC#N)ccc1-c1ccc(O)c(Cc2ccccc2)c1. The reactants are ClC=1C=NC=C(C1SC1=C(C=C(S1)C(=O)NC1CCNCC1)[N+](=O)[O-])Cl (5-((3,5-dichloropyridin-4-yl)thio)-4-nitro-N-(piperidin-4-yl)thiophene-2-carboxamide), C(C)=O (acetaldehyde). Yields the product ClC=1C=NC=C(C1SC1=C(C=C(S1)C(=O)NC1CCN(CC1)CC)[N+](=O)[O-])Cl (5-((3,5-dichloropyridin-4-yl)thio)-N-(1-ethylpiperidin-4-yl)-4-nitrothiophene-2-carboxamide), solid. Yield: 4.0%. Reaction SMILES: [Cl:1][C:2]1[CH:3]=[N:4][CH:5]=[C:6]([Cl:26])[C:7]=1[S:8][C:9]1[S:13][C:12]([C:14]([NH:16][CH:17]2[CH2:22][CH2:21][NH:20][CH2:19][CH2:18]2)=[O:15])=[CH:11][C:10]=1[N+:23]([O-:25])=[O:24].[CH:27](=O)[CH3:28]>>[Cl:1][C:2]1[CH:3]=[N:4][CH:5]=[C:6]([Cl:26])[C:7]=1[S:8][C:9]1[S:13][C:12]([C:14]([NH:16][CH:17]2[CH2:22][CH2:21][N:20]([CH2:27][CH3:28])[CH2:19][CH2:18]2)=[O:15])=[CH:11][C:10]=1[N+:23]([O-:25])=[O:24]. Procedure: Prepared according to the procedure described for example 199 from 5-((3,5-dichloropyridin-4-yl)thio)-4-nitro-N-(piperidin-4-yl)thiophene-2-carboxamide (0.2 g, 0.46 mmol) and acetaldehyde (81.0 mg, 1.38 mmol). The title compound was obtained as a solid (8.0 mg, 4% yield). 1H NMR (400 MHz, d6-DMSO) δ:8.98 (2H, m), 8.73 (1H, m), 8.52 (1H, s), 4.28 (1H, m), 3.67 (2H, m), 3.17 (1H, m), 2.97 (2H, m), 2.16 (2H, m), 1.79 (2H, m), 1.58 (2H, m), 1.03 (3H, m). MS m/z: 461.08, 463.09 [M+H]+. Reactants: S1C=CC=C1 (thiophene), C(C1=CC=CC=C1)OC(NC1=CC(=CC=C1)OC1=CC(=C(C=C1)[N+](=O)[O-])CNCCC)=O ([3-(4-nitro-3-propylaminomethyl-phenoxy)-phenyl]-carbamic acid benzyl ester), O=[Si]=O (Dicalite). Reagents/catalysts: [Pt] (Pt/C). The solvent is C1CCOC1 (THF). The product is C(C1=CC=CC=C1)OC(NC1=CC(=CC=C1)OC1=CC(=C(C=C1)N)CNCCC)=O ([3-(4-Amino-3-propylaminomethyl-phenoxy)-phenyl]-carbamic acid benzyl ester). Reaction SMILES: [CH2:1]([O:8][C:9](=[O:32])[NH:10][C:11]1[CH:16]=[CH:15][CH:14]=[C:13]([O:17][C:18]2[CH:23]=[CH:22][C:21]([N+:24]([O-])=O)=[C:20]([CH2:27][NH:28][CH2:29][CH2:30][CH3:31])[CH:19]=2)[CH:12]=1)[C:2]1[CH:7]=[CH:6][CH:5]=[CH:4][CH:3]=1.S1C=CC=C1.O=[Si]=O>C1COCC1.[Pt]>[CH2:1]([O:8][C:9](=[O:32])[NH:10][C:11]1[CH:16]=[CH:15][CH:14]=[C:13]([O:17][C:18]2[CH:23]=[CH:22][C:21]([NH2:24])=[C:20]([CH2:27][NH:28][CH2:29][CH2:30][CH3:31])[CH:19]=2)[CH:12]=1)[C:2]1[CH:7]=[CH:6][CH:5]=[CH:4][CH:3]=1. Reported procedure: A mixture of [3-(4-nitro-3-propylaminomethyl-phenoxy)-phenyl]-carbamic acid benzyl ester (0.033 mol) in THF (200 mL) was hydrogenated with 10% Pt/C (2 g) as a catalyst in the presence of thiophene solution (2 mL). After uptake of H2 gas (3 equiv.), the reaction mixture was filtered through Dicalite, and the filtrate was evaporated. The residue was purified by column chromatography (eluent: 90:10 CH2Cl2:(CH3OH:NH3)). The product fractions were collected, and the solvent was evaporated to yield th... Reactants: N(CCO)(CCO)CCO (triethanolamine), [N+](=O)([O-])C1=CC(=C(C=C1)O)N (4-nitro-2-aminophenol), monoazo. Run in O (water). Yields the product NC1=CC=CC=C1 (aniline), C(C=1C(O)=CC=CC1)=O (salicylaldehyde). Reaction SMILES: N([CH2:8][CH2:9][OH:10])(CCO)CCO.[N+:11]([C:14]1[CH:19]=[CH:18][C:17]([OH:20])=[C:16](N)[CH:15]=1)([O-])=O>O>[NH2:11][C:14]1[CH:19]=[CH:18][CH:17]=[CH:16][CH:15]=1.[CH:17](=[O:20])[C:16]1[C:9](=[CH:8][CH:19]=[CH:14][CH:15]=1)[OH:10]. Reported procedure: The 1:1-chrome complex containing 43.4 parts of the dye formed from diazotised 4-nitro-2-aminophenol-6-sulfonic acid and 1-(4'-methylphenyl)-3-methyl-5-pyrazolone as well as 5.2 parts of chromium is introduced into 250 parts of water and 250 parts of triethanolamine, and 15.4 parts of 4-nitro-2-aminophenol and 22.6 parts of the monoazo dye formed from diazotised aniline and salicylaldehyde are added. The reaction mixture is held, with stirring, at pH 7.5-8 and at 80° C. until the formation of th...